Dataset: the Open Reaction Database (ORD), a public repository of structured organic reaction records. Task: describe an organic reaction: reactants, conditions, products, and yield Starting materials: N1=C(C=CC=C1)NCCCOC=1C=CC2=C(CC3=C([C@H](C2)CC(=O)OCC)C=CC=C3)C1 (ethyl (R)-10,11-dihydro-3-[3-(pyridin-2-ylamino)-1-propyloxy]-5H-dibenzo[a,d]cycloheptene-10-acetate), [OH-].[Na+] (NaOH). Run in CCO (EtOH). Reaction conditions: time 18 hour. The product is N1=C(C=CC=C1)NCCCOC=1C=CC2=C(CC3=C([C@H](C2)CC(=O)O)C=CC=C3)C1 ((R)-10,11-Dihydro 3-[3-(pyridin-2-ylamino)-1-propyloxy]-5H-dibenzo[a,d]cycloheptene-10-acetic Acid). Yield: 96.2%. Reaction SMILES: [N:1]1[CH:6]=[CH:5][CH:4]=[CH:3][C:2]=1[NH:7][CH2:8][CH2:9][CH2:10][O:11][C:12]1[CH:13]=[CH:14][C:15]2[CH2:21][C@H:20]([CH2:22][C:23]([O:25]CC)=[O:24])[C:19]3[CH:28]=[CH:29][CH:30]=[CH:31][C:18]=3[CH2:17][C:16]=2[CH:32]=1.[OH-].[Na+]>CCO>[N:1]1[CH:6]=[CH:5][CH:4]=[CH:3][C:2]=1[NH:7][CH2:8][CH2:9][CH2:10][O:11][C:12]1[CH:13]=[CH:14][C:15]2[CH2:21][C@H:20]([CH2:22][C:23]([OH:25])=[O:24])[C:19]3[CH:28]=[CH:29][CH:30]=[CH:31][C:18]=3[CH2:17][C:16]=2[CH:32]=1 |f:1.2|. Procedure: A mixture of ethyl (R)-10,11-dihydro-3-[3-(pyridin-2-ylamino)-1-propyloxy]-5H-dibenzo[a,d]cycloheptene-10-acetate (0.4 g, 0.93 mmole) and 1.0 N NaOH (1.1 mL, 1.1 mmole) in absolute EtOH (10 mL) was warmed in an oil bath set at 50° C. After 18 hr, the reaction was concentrated on the rotavap and the residue was dissolved in H2O. The aqueous solution was adjusted to pH 4 with 3 N HCl, and the solid precipitate was collected and washed with H2O. The material was dried in high vacuum at 40° C. to af...